From a dataset of the Open Reaction Database (ORD), a public repository of structured organic reaction records. describe an organic reaction: reactants, conditions, products, and yield The reactants are COCC1=NC=C2N1C(NN=C2)=S (6-(methoxymethyl)-imidazo[1,5-d]-as-triazine-4(3H)-thione), [H-].[Na+] (sodium hydride), IC (iodomethane). Solvent: CN(C=O)C (N,N-dimethylformamide). Product: COCC1=NC=C2N1C(=NN=C2)SC (6-(Methoxymethyl)-4-(methylthio)-imidazo[1,5-d]-as-triazine). As a reaction SMILES: [CH3:1][O:2][CH2:3][C:4]1[N:8]2[C:9](=[S:13])[NH:10][N:11]=[CH:12][C:7]2=[CH:6][N:5]=1.[H-].[Na+].I[CH3:17]>CN(C)C=O>[CH3:1][O:2][CH2:3][C:4]1[N:8]2[C:9]([S:13][CH3:17])=[N:10][N:11]=[CH:12][C:7]2=[CH:6][N:5]=1 |f:1.2|. Reported procedure: A slurry of 0.98 gm of 6-(methoxymethyl)-imidazo[1,5-d]-as-triazine-4(3H)-thione in 10 ml of N,N-dimethylformamide is treated with 0.28 gm of 50% sodium hydride in oil. Gentle warming is applied until the effervescence stops and then 0.41 ml of iodomethane is added. The resulting precipitate is collected, washed with ether, recrystallized from acetone then ethanol, to yield the above-noted desired product having a melting point equal to 179°-181° C. Reactants: CCOP(=O)(Cc1ccc(C#N)cc1)OCC, CS(C)=O, COc1c(C=O)c(C)cc2c1C(C)(C)CCC2(C)C, Cl, [H-], [Na+], O. The product is COc1c(C=Cc2ccc(C#N)cc2)c(C)cc2c1C(C)(C)CCC2(C)C. Reaction SMILES: [C:1](#[N:2])[c:3]1[cH:4][cH:5][c:6]([CH2:7][P:8](=[O:9])([O:10][CH2:11][CH3:12])[O:13][CH2:14][CH3:15])[cH:16][cH:17]1.[CH3:40][S:41](=[O:42])[CH3:43].[CH:20](=[O:21])[c:22]1[c:23]([O:37][CH3:38])[c:24]2[c:29]([cH:30][c:31]1[CH3:32])[C:28]([CH3:33])([CH3:34])[CH2:27][CH2:26][C:25]2([CH3:35])[CH3:36].[ClH:39].[H-:18].[Na+:19].[OH2:44]>>[C:1](#[N:2])[c:3]1[cH:4][cH:5][c:6]([CH:7]=[CH:20][c:22]2[c:23]([O:37][CH3:38])[c:24]3[c:29]([cH:30][c:31]2[CH3:32])[C:28]([CH3:33])([CH3:34])[CH2:27][CH2:26][C:25]3([CH3:35])[CH3:36])[cH:16][cH:17]1. Reactants: ClC1=C(C=C)C=CC=C1 (ortho-chlorostyrene), ClC1=C2C=CC=CC2=CC=C1 (5-chloronaphthalene). Yields the product ClC=1C=C(C=C)C=CC1 (meta-chlorostyrene). The yield is 79.0%. As a reaction SMILES: ClC1C=CC=CC=1C=C.[Cl:10][C:11]1[CH:20]=[CH:19][CH:18]=[C:17]2[C:12]=1C=C[CH:15]=[CH:16]2>>[Cl:10][C:11]1[CH:12]=[C:17]([CH:18]=[CH:19][CH:20]=1)[CH:16]=[CH2:15]. Procedure details: Microwave irradiation of styrene 5 in either 1,2-dichloroethane (DCE) at 180° C. for 30 min or 1,1,1-trifluorotoluene at 180° C. for 180 minutes afforded the cyclopenta-naphthalene derivative 6 in nearly quantitative yield with no additional purification required of the final product (entries 1 and 2, Table 1). With conditions for an efficient and high yielding IMDA reaction utilizing a lower boiling solvent in hand, scope and limitations investigations were initiated. First, substitution on the... The reactants are S(N)(=O)(=O)Cl (sulfamoyl chloride), CC=1C=C(OCCO)C=CC1 (2-(3-methylphenoxy)ethanol), ethyl ether-petroleum ether. Yields the product CC=1C=C(OCCOS(N)(=O)=O)C=CC1 (Sulfamic 2-(3-methylphenoxy)ethyl ester). Isolated yield 47.0%. Reaction SMILES: [S:1](Cl)(=[O:4])(=[O:3])[NH2:2].[CH3:6][C:7]1[CH:8]=[C:9]([CH:14]=[CH:15][CH:16]=1)[O:10][CH2:11][CH2:12][OH:13]>>[CH3:6][C:7]1[CH:8]=[C:9]([CH:14]=[CH:15][CH:16]=1)[O:10][CH2:11][CH2:12][O:13][S:1](=[O:4])(=[O:3])[NH2:2]. Procedure: The title compound was prepared by procedures of Example 4 from sulfamoyl chloride and 2-(3-methylphenoxy)ethanol in 47% yield [recrystallizing ethyl ether-petroleum ether (30°-60° C.)]. A white solid, mp 76°-78° C., was obtained. Starting materials: C(C1=CC=CC=C1)OCCOC1=CC=C(CC=2C=C(C=CC2Cl)[C@]23[C@@H]([C@H]([C@@H]([C@](CO2)(O3)CO)O)O)O)C=C1 ((1S,2S,3S,4R,5S)-5-(3-(4-(2-(Benzyloxy)ethoxy)benzyl)-4-chlorophenyl)-1-(hydroxymethyl)-6,8-dioxabicyclo[3.2.1]octane-2,3,4-triol), C(=O)O (formic acid). The reagents and catalysts are [Pd] (palladium black). Solvent: C(C)O (ethanol), O1CCCC1 (tetrahydrofurane). Run at time 2 hour. The product is ClC1=C(C=C(C=C1)[C@]12[C@@H]([C@H]([C@@H]([C@](CO1)(O2)CO)O)O)O)CC2=CC=C(C=C2)OCCO ((1S,2S,3S,4R,5S)-5-{4-Chloro-3-[4-(2-hydroxy-ethoxy)-benzyl]-phenyl}-1-hydroxymethyl-6,8-dioxa-bicyclo[3.2.1]octane-2,3,4-triol). Isolated yield 82.0%. RXN SMILES: C([O:8][CH2:9][CH2:10][O:11][C:12]1[CH:38]=[CH:37][C:15]([CH2:16][C:17]2[CH:18]=[C:19]([C@@:24]34[O:31][C@@:28]([CH2:32][OH:33])([CH2:29][O:30]3)[C@@H:27]([OH:34])[C@H:26]([OH:35])[C@H:25]4[OH:36])[CH:20]=[CH:21][C:22]=2[Cl:23])=[CH:14][CH:13]=1)C1C=CC=CC=1.C(O)=O>C(O)C.O1CCCC1.[Pd]>[Cl:23][C:22]1[CH:21]=[CH:20][C:19]([C@@:24]23[O:31][C@@:28]([CH2:32][OH:33])([CH2:29][O:30]2)[C@@H:27]([OH:34])[C@H:26]([OH:35])[C@H:25]3[OH:36])=[CH:18][C:17]=1[CH2:16][C:15]1[CH:37]=[CH:38][C:12]([O:11][CH2:10][CH2:9][OH:8])=[CH:13][CH:14]=1. Procedure: To a solution of intermediate (1S,2S,3S,4R,5S)-5-(3-(4-(2-(Benzyloxy)ethoxy)benzyl)-4-chlorophenyl)-1-(hydroxymethyl)-6,8-dioxabicyclo[3.2.1]octane-2,3,4-triol (4 mg, 0.007 mmol) in a mixture of ethanol and tetrahydrofurane (1 mL, 4 to 1 in volume) was successively added formic acid (12 microL, 0.30 mmol) and palladium black (7.5 mg, 0.07 mmol). The reaction mixture was stirred at room temperature for 2 hours, the palladium was filtered through a pad of Celite®, the filtrate was evaporated and t... Reactants: solution, C(=C)C1=CN=CC2=CC=CC(=C12)NC1CCN(CC1)C(=O)OC(C)(C)C (4-(4-vinyl-5-isoquinolyl)amino-1-(tert-butoxycarbonyl)piperidine). The reagents and catalysts are [C].[Pd] (palladium carbon). Solvent: CO (methanol). Yields the product C(C)C1=CN=CC2=CC=CC(=C12)NC1CCN(CC1)C(=O)OC(C)(C)C (4-(4-ethyl-5-isoquinolyl)amino-1-(tert-butoxycarbonyl)piperidine). The yield is 90.5%. Reaction SMILES: [CH:1]([C:3]1[C:12]2[C:7](=[CH:8][CH:9]=[CH:10][C:11]=2[NH:13][CH:14]2[CH2:19][CH2:18][N:17]([C:20]([O:22][C:23]([CH3:26])([CH3:25])[CH3:24])=[O:21])[CH2:16][CH2:15]2)[CH:6]=[N:5][CH:4]=1)=[CH2:2]>CO.[C].[Pd]>[CH2:1]([C:3]1[C:12]2[C:7](=[CH:8][CH:9]=[CH:10][C:11]=2[NH:13][CH:14]2[CH2:19][CH2:18][N:17]([C:20]([O:22][C:23]([CH3:24])([CH3:26])[CH3:25])=[O:21])[CH2:16][CH2:15]2)[CH:6]=[N:5][CH:4]=1)[CH3:2] |f:2.3|. Procedure details: A solution (2 ml) of Intermediate 81 (103 mg) in methanol was vigorously stirred in the presence of 10% palladium carbon catalyst (16.5 mg) at room temperature under hydrogen atmosphere of ordinary pressure. The reaction mixture was filtered through Celite, and the solvent was evaporated under reduced pressure. The residue was purified by silica gel column chromatography (hexane:ethyl acetate=2:1) to obtain the title compound (93.7 mg). Reactants: O (Water), O1COC2=C1C=CC(=C2)CN2CCCCC2 (1-benzo[1,3]dioxol-5-ylmethylpiperadine), Cl.C(C)N=C=NCCCN(C)C (1-ethyl-3-(3-dimethylaminopropyl)carbodiimide hydrochloride), ClC=1C=C(C(=O)NC=2C=CC(=NC2)OC=2C=C3C=C(NC3=CC2)C(=O)O)C=CC1Cl (5-[5-(3,4-Dichlorobenzoylamino)pyridin-2-yloxy]-1H-indole-2-carboxylic acid). Run in C1CCOC1 (THF). Reaction conditions: time 15 hour. Yields the product O1COC2=C1C=CC(=C2)CN2CCN(CC2)C(=O)C=2NC1=CC=C(C=C1C2)OC2=CC=C(C=N2)NC(C2=CC(=C(C=C2)Cl)Cl)=O (N-{6-[2-(4-benzo[1,3]dioxol-5-ylmethylpiperazine-1-carbonyl)-1H-indol-5-yloxy]pyridin-3-yl}-3,4-dichlorobenzamide). Isolated yield 98.9%. Reaction SMILES: [Cl:1][C:2]1[CH:3]=[C:4]([CH:27]=[CH:28][C:29]=1[Cl:30])[C:5]([NH:7][C:8]1[CH:9]=[CH:10][C:11]([O:14][C:15]2[CH:16]=[C:17]3[C:21](=[CH:22][CH:23]=2)[NH:20][C:19]([C:24]([OH:26])=O)=[CH:18]3)=[N:12][CH:13]=1)=[O:6].[O:31]1[C:35]2[CH:36]=[CH:37][C:38]([CH2:40][N:41]3[CH2:46][CH2:45]C[CH2:43][CH2:42]3)=[CH:39][C:34]=2[O:33][CH2:32]1.Cl.C([N:50]=C=NCCCN(C)C)C.O>C1COCC1>[O:31]1[C:35]2[CH:36]=[CH:37][C:38]([CH2:40][N:41]3[CH2:42][CH2:43][N:50]([C:24]([C:19]4[NH:20][C:21]5[C:17]([CH:18]=4)=[CH:16][C:15]([O:14][C:11]4[N:12]=[CH:13][C:8]([NH:7][C:5](=[O:6])[C:4]6[CH:27]=[CH:28][C:29]([Cl:30])=[C:2]([Cl:1])[CH:3]=6)=[CH:9][CH:10]=4)=[CH:23][CH:22]=5)=[O:26])[CH2:45][CH2:46]3)=[CH:39][C:34]=2[O:33][CH2:32]1 |f:2.3|. Reported procedure: 5-[5-(3,4-Dichlorobenzoylamino)pyridin-2-yloxy]-1H-indole-2-carboxylic acid (0.250 g, 0.565 mmol) was dissolved in THF (20 mL). To the solution were added 1-benzo[1,3]dioxol-5-ylmethylpiperadine (0.125 g, 0.565 mmol) and 1-ethyl-3-(3-dimethylaminopropyl)carbodiimide hydrochloride (0.119 g, 0.622 mmol), and the resulting solution was stirred for 15 hours at room temperature. Water (50 mL) was added to the reaction solution, and the mixture was extracted with ethyl acetate (40 mL). After the organ... Reactants: C(=O)N1CCCCC1 (N-formyl-piperidine), P(=O)(Cl)(Cl)Cl (phosphorus oxychloride), [N+](=O)([O-])C1=CN=C(N1C)C1=NN=C2N1N=C(C=C2)N (3-(5-nitro-1-methyl-2-imidazolyl)-6-amino-s-triazolo[4,3-b]pyridazine). Run in O1CCOCC1 (dioxan). Reaction conditions: time 1.5 hour. Product: [N+](=O)([O-])C1=CN=C(N1C)C1=NN=C2N1N=C(C=C2)N=CN2CCCCC2 (3-(5-nitro-1-methyl-2 -imidazolyl)-6-(1-piperidinyl-methyleneamino)-s-triazolo[4,3-b]pyridazine). RXN SMILES: [CH:1]([N:3]1[CH2:8][CH2:7][CH2:6][CH2:5][CH2:4]1)=O.P(Cl)(Cl)(Cl)=O.[N+:14]([C:17]1[N:21]([CH3:22])[C:20]([C:23]2[N:27]3[N:28]=[C:29]([NH2:32])[CH:30]=[CH:31][C:26]3=[N:25][N:24]=2)=[N:19][CH:18]=1)([O-:16])=[O:15]>O1CCOCC1>[N+:14]([C:17]1[N:21]([CH3:22])[C:20]([C:23]2[N:27]3[N:28]=[C:29]([N:32]=[CH:1][N:3]4[CH2:8][CH2:7][CH2:6][CH2:5][CH2:4]4)[CH:30]=[CH:31][C:26]3=[N:25][N:24]=2)=[N:19][CH:18]=1)([O-:16])=[O:15]. Procedure details: 2.85 ml. N-formyl-piperidine in 10 ml. dioxan were stirred with 2.4 ml. phosphorus oxychloride, which was introduced portionwise at 35° - 40° C., for 30 minutes at this temperature, then 1.5 g. crude 3-(5-nitro-1-methyl-2-imidazolyl)-6-amino-s-triazolo[4,3-b]pyridazine was added and the reaction mixture was stirred for 1.5 hours at 35° - 40° C. The solution obtained was now poured into 75 ml. ice water, filtered with suction and the clear filtrate was rendered alkaline (about pH 10) with concent... The reactants are Cc1cc(OC2CCN(C(=O)OC(C)(C)C)CC2)ccc1[N+](=O)[O-], CO. Product: Cc1cc(OC2CCN(C(=O)OC(C)(C)C)CC2)ccc1N. RXN SMILES: [C:1]([CH3:2])([CH3:3])([CH3:4])[O:5][C:6](=[O:7])[N:8]1[CH2:9][CH2:10][CH:11]([O:14][c:15]2[cH:16][c:17]([CH3:24])[c:18]([N+:21]([O-:22])=[O:23])[cH:19][cH:20]2)[CH2:12][CH2:13]1.[CH3:25][OH:26]>>[C:1]([CH3:2])([CH3:3])([CH3:4])[O:5][C:6](=[O:7])[N:8]1[CH2:9][CH2:10][CH:11]([O:14][c:15]2[cH:16][c:17]([CH3:24])[c:18]([NH2:21])[cH:19][cH:20]2)[CH2:12][CH2:13]1. Yields the product CCCC=CCC(C)CCO. RXN SMILES: [C:1](=[O:2])([CH3:3])[O:4][CH2:5][CH2:6][CH:7]([CH2:8][CH:9]=[CH:10][CH2:11][CH2:12][CH3:13])[CH3:14].[CH3:17][CH2:18][OH:19].[Na+:16].[OH-:15].[OH2:20]>>[OH:4][CH2:5][CH2:6][CH:7]([CH2:8][CH:9]=[CH:10][CH2:11][CH2:12][CH3:13])[CH3:14]. Reactants: CCCC=CCC(C)CCOC(C)=O, CCO, [Na+], [OH-], O.